Dataset: the Open Reaction Database (ORD), a public repository of structured organic reaction records. Task: describe an organic reaction: reactants, conditions, products, and yield The reactants are N1CCC(CC1)N1CCOCC1 (4-piperidin-4-yl-morpholine), BrC=1C=C(C=CC1)B(O)O (3-bromophenylboronic acid). The product is BrC=1C=C(C=CC1)N1CCC(CC1)N1CCOCC1 (4-[1-(3-Bromo-phenyl)-piperidin-4-yl]-morpholine), resin. Yield: 59.0%. RXN SMILES: [NH:1]1[CH2:6][CH2:5][CH:4]([N:7]2[CH2:12][CH2:11][O:10][CH2:9][CH2:8]2)[CH2:3][CH2:2]1.[Br:13][C:14]1[CH:15]=[C:16](B(O)O)[CH:17]=[CH:18][CH:19]=1>>[Br:13][C:14]1[CH:19]=[C:18]([N:1]2[CH2:6][CH2:5][CH:4]([N:7]3[CH2:12][CH2:11][O:10][CH2:9][CH2:8]3)[CH2:3][CH2:2]2)[CH:17]=[CH:16][CH:15]=1. Procedure: 4-[1-(3-Bromo-phenyl)-piperidin-4-yl]-morpholine was prepared from 4-piperidin-4-yl-morpholine (0.21 g, 1.2 mmol) and 3-bromophenylboronic acid (0.50 g, 2.5 mmol) in a manner analogous to Step 49a. The reaction product was isolated as a tan resin (0.238 g, 59%). 1H NMR (400 MHz, CDCl3, δ, ppm): 7.08 (t, J=7.1 Hz, 1H), 7.03 (s, 1H), 6.92 (d, J=7.3 Hz, 1H), 6.83 (d, J=8.6 Hz, 1H), 3.75-3.68 (m, 6H), 2.79-2.70 (m, 2H), 2.60-2.55 (m, 4H), 2.37-2.28 (m, 1H), 1.97-1.89 (m, 2H), 1.68-1.56 (m, 2H). MS=3...